Dataset: the Open Reaction Database (ORD), a public repository of structured organic reaction records. Task: describe an organic reaction: reactants, conditions, products, and yield Reactants: NC(=O)CBr, O=C([O-])[O-], CC(C)(C)C(=O)OCC1OC(Oc2n[nH]c3nccc(CCc4ccc(OCc5ccccc5)cc4)c23)C(OC(=O)C(C)(C)C)C(OC(=O)C(C)(C)C)C1OC(=O)C(C)(C)C, CC(C)=O, [Cs+], [Cs+], [I-], [Na+]. Yields the product CC(C)(C)C(=O)OCC1OC(Oc2nn(CC(N)=O)c3nccc(CCc4ccc(OCc5ccccc5)cc4)c23)C(OC(=O)C(C)(C)C)C(OC(=O)C(C)(C)C)C1OC(=O)C(C)(C)C. RXN SMILES: [Br:68][CH2:69][C:70](=[O:71])[NH2:72].[C:62](=[O:63])([O-:64])[O-:65].[CH2:1]([c:2]1[cH:3][cH:4][cH:5][cH:6][cH:7]1)[O:8][c:9]1[cH:10][cH:11][c:12]([CH2:15][CH2:16][c:17]2[c:18]3[c:19]([n:20][cH:21][cH:22]2)[nH:23][n:24][c:25]3[O:26][CH:27]2[CH:28]([O:29][C:30]([C:31]([CH3:32])([CH3:33])[CH3:34])=[O:35])[CH:36]([O:37][C:38]([C:39]([CH3:40])([CH3:41])[CH3:42])=[O:43])[CH:44]([O:45][C:46]([C:47]([CH3:48])([CH3:49])[CH3:50])=[O:51])[CH:52]([CH2:54][O:55][C:56]([C:57]([CH3:58])([CH3:59])[CH3:60])=[O:61])[O:53]2)[cH:13][cH:14]1.[CH3:75][C:76](=[O:77])[CH3:78].[Cs+:66].[Cs+:67].[I-:74].[Na+:73]>>[CH2:1]([c:2]1[cH:3][cH:4][cH:5][cH:6][cH:7]1)[O:8][c:9]1[cH:10][cH:11][c:12]([CH2:15][CH2:16][c:17]2[c:18]3[c:19]([n:20][cH:21][cH:22]2)[n:23]([CH2:69][C:70](=[O:71])[NH2:72])[n:24][c:25]3[O:26][CH:27]2[CH:28]([O:29][C:30]([C:31]([CH3:32])([CH3:33])[CH3:34])=[O:35])[CH:36]([O:37][C:38]([C:39]([CH3:40])([CH3:41])[CH3:42])=[O:43])[CH:44]([O:45][C:46]([C:47]([CH3:48])([CH3:49])[CH3:50])=[O:51])[CH:52]([CH2:54][O:55][C:56]([C:57]([CH3:58])([CH3:59])[CH3:60])=[O:61])[O:53]2)[cH:13][cH:14]1. Starting materials: N(=O)[O-].[Na+] (NaNO2), NC=1C=CC=C2C=CC(=CC12)S(=O)(=O)O (8-amino-2-naphthalenesulfonic acid), Cl (HCl), Cl (HCl), diazonium. Reagents/catalysts: Cl[Cu] (CuCl), [Cu] (copper). Run in [NH4+].[Cl-] (NH4Cl), O (water), O (water). Conditions: temperature 0 celsius, time 1 hour. Product: ClC=1C=CC=C2C=CC(=CC12)S(=O)(=O)O (8-Chloronaphthalene-2-sulfonic acid). The yield is 65.0%. RXN SMILES: N[C:2]1[CH:3]=[CH:4][CH:5]=[C:6]2[C:11]=1[CH:10]=[C:9]([S:12]([OH:15])(=[O:14])=[O:13])[CH:8]=[CH:7]2.N([O-])=O.[Na+].[ClH:20]>O.[NH4+].[Cl-].Cl[Cu].[Cu]>[Cl:20][C:2]1[CH:3]=[CH:4][CH:5]=[C:6]2[C:11]=1[CH:10]=[C:9]([S:12]([OH:15])(=[O:14])=[O:13])[CH:8]=[CH:7]2 |f:1.2,5.6|. Procedure: A solution of 8-amino-2-naphthalenesulfonic acid (Aldrich, 1.00 g, 4.48 mmol) in water (3.0 mL) and conc. HCl (7.0 mL) was cooled to 0° C. A solution of NaNO2 (143 μL, 4.48 mmol) in water (3.0 mL) was added dropwise while maintaining the temperature below 5° C. The reaction mixture was stirred at 0° C. for 1 h. In a separate flask, CuCl (214 μL, 8.96 mmol) was dissolved in conc. HCl (7.0 mL) and the solution was cooled to 0° C. The copper solution was added to the diazonium solution at 0° C. in ... Reactants: CC1=C(C=CC(=C1)OCC=1C=NC=CC1)NC=1OCC(C1C(=O)OCC)=O (ethyl 2-{[2-methyl-4-(3-pyridinylmethoxy)phenyl]amino}-4-oxo-4,5-dihydrofuran-3-carboxylate), N1C=C(C2=CC=CN=C12)C=O (7-azaindole-3-carboxaldehyde), N1[C@H](C(=O)O)CCC1 (L-proline). Run in C(C)O (ethanol). Yields the product N1C=C(C=2C1=NC=CC2)C=C2C(C(=C(O2)NC2=C(C=C(C=C2)OCC=2C=NC=CC2)C)C(=O)OCC)=O (Ethyl 5-[(1H-pyrrolo[2,3-b]pyridin-3-yl)methylene]-2-{[2-methyl-4-(3-pyridinylmethoxy)phenyl]amino}-4-oxo-4,5-dihydrofuran-3-carboxylate). Isolated yield 10.1%. RXN SMILES: [CH3:1][C:2]1[CH:7]=[C:6]([O:8][CH2:9][C:10]2[CH:11]=[N:12][CH:13]=[CH:14][CH:15]=2)[CH:5]=[CH:4][C:3]=1[NH:16][C:17]1[O:18][CH2:19][C:20](=[O:27])[C:21]=1[C:22]([O:24][CH2:25][CH3:26])=[O:23].[NH:28]1[C:36]2[C:31](=[CH:32][CH:33]=[CH:34][N:35]=2)[C:30]([CH:37]=O)=[CH:29]1.N1CCC[C@H]1C(O)=O>C(O)C>[NH:28]1[C:36]2=[N:35][CH:34]=[CH:33][CH:32]=[C:31]2[C:30]([CH:37]=[C:19]2[O:18][C:17]([NH:16][C:3]3[CH:4]=[CH:5][C:6]([O:8][CH2:9][C:10]4[CH:11]=[N:12][CH:13]=[CH:14][CH:15]=4)=[CH:7][C:2]=3[CH3:1])=[C:21]([C:22]([O:24][CH2:25][CH3:26])=[O:23])[C:20]2=[O:27])=[CH:29]1. Reported procedure: To a solution of ethyl 2-{[2-methyl-4-(3-pyridinylmethoxy)phenyl]amino}-4-oxo-4,5-dihydrofuran-3-carboxylate (0.080 g, 0.20 mmol) which similarly prepared according to the procedure described in the Example 74, First step to Fourth step and 7-azaindole-3-carboxaldehyde (0.032 g, 0.20 mmol) in ethanol (5.0 mL), L-proline (0.0050 g, 0.043 mmol) was added at ambient temperature. The mixture was refluxed for 2 days. Cooled to ambient temperature, the reaction mixture was purified by preparative HPLC... Reactants: CCOCC (ether), ClC1=CC2=C(N(C3=C(N(C2=O)C)C=CC=C3)C(CCCl)=O)C=C1 (2-chloro-5-(3-chloro-propionyl)-5,10-dihydro-10-methyl-11H-dibenzo[b,e][1,4]diazepin-11-one), N1CCCC1 (pyrrolidine), C (charcoal). The solvent is O1CCOCC1 (dioxane). Yields the product ClC1=CC2=C(N(C3=C(N(C2=O)C)C=CC=C3)C(CCN3CCCC3)=O)C=C1 (2-Chloro-5,10-dihydro-10-methyl-5-[3-(pyrrolidino)-propionyl]-11H-dibenzo[b,e][1,4]diazepin-11-one). Reaction SMILES: [Cl:1][C:2]1[CH:23]=[CH:22][C:5]2[N:6]([C:17](=[O:21])[CH2:18][CH2:19]Cl)[C:7]3[CH:16]=[CH:15][CH:14]=[CH:13][C:8]=3[N:9]([CH3:12])[C:10](=[O:11])[C:4]=2[CH:3]=1.[NH:24]1[CH2:28][CH2:27][CH2:26][CH2:25]1.C.CCOCC>O1CCOCC1>[Cl:1][C:2]1[CH:23]=[CH:22][C:5]2[N:6]([C:17](=[O:21])[CH2:18][CH2:19][N:24]3[CH2:28][CH2:27][CH2:26][CH2:25]3)[C:7]3[CH:16]=[CH:15][CH:14]=[CH:13][C:8]=3[N:9]([CH3:12])[C:10](=[O:11])[C:4]=2[CH:3]=1. Reported procedure: 3.5 gm (0.01 mol) of 2-chloro-5-(3-chloro-propionyl)-5,10-dihydro-10-methyl-11H-dibenzo[b,e][1,4]diazepin-11-one and 3.5 gm (0.05 mol) of pyrrolidine were refluxed in 50 ml of dioxane for 4 hours. After addition of activated charcoal, the reaction mixture was filtered, and the filtrate was evaporated in vacuo. The residue was dissolved in chloroform, the solution was extracted with water, and the organic phase was evaporated in vacuo. The oily residue was obtained as crystals after addition of e... Starting materials: CC=1NC(=C(C(C1C(=O)OC)[C@@H]1C[C@@H](CC1)C(=O)OC)C(=O)OC)C (1,4-Dihydro-2,6-dimethyl-4-[cis-3-(methoxycarbonyl) cyclopentyl]-3,5-pyridine dicarboxylic acid, dimethyl ester), [OH-].[Na+] (NaOH), Cl (HCl). The solvent is CO (methanol). Conditions: time 2 hour. Yields the product CC=1NC(=C(C(C1C(=O)OC)[C@@H]1C[C@@H](CC1)C(=O)O)C(=O)OC)C (1,4-dihydro-2,6-dimethyl-4-[cis-3-(hydroxycarbonyl)cyclopentyl]-3,5-pyridine dicarboxylic acid, dimethyl ester). Reaction SMILES: [CH3:1][C:2]1[NH:3][C:4]([CH3:25])=[C:5]([C:21]([O:23][CH3:24])=[O:22])[CH:6]([C@H:12]2[CH2:16][CH2:15][C@@H:14]([C:17]([O:19]C)=[O:18])[CH2:13]2)[C:7]=1[C:8]([O:10][CH3:11])=[O:9].[OH-].[Na+].Cl>CO>[CH3:1][C:2]1[NH:3][C:4]([CH3:25])=[C:5]([C:21]([O:23][CH3:24])=[O:22])[CH:6]([C@H:12]2[CH2:16][CH2:15][C@@H:14]([C:17]([OH:19])=[O:18])[CH2:13]2)[C:7]=1[C:8]([O:10][CH3:11])=[O:9] |f:1.2|. Procedure details: A mixture of the compound of Example 2 91.9 mmol) and 4 mL of 2N NaOH in 4 mL methanol was stirred for 2 hours at room temperature. The clear reaction mixture was neutralized by adding 1 N HCl to produce 1,4-dihydro-2,6-dimethyl-4-[cis-3-(hydroxycarbonyl)cyclopentyl]-3,5-pyridine dicarboxylic acid, dimethyl ester. This compound was obtained as a pale crystalline solid: mp 177-179° C.; 1H NMR (DMSO-d6) δ 11.87 (br. s, 1 H), 8.81 (s, 1 H), 3.85 (d, 1 H, J=6.38 Hz), 3.59 (s, 6 H), 2.5 (m, 1 H), 2.2... Reactants: CN(C=O)C (dimethylformamide), [H][H] (hydrogen), ClC1=CC=C(C=C1)NC1=NC=C(C(=N1)NC)[N+](=O)[O-] (2-(4-chlorophenylamino)-4-methylamino-5-nitro-pyrimidine). Reagents/catalysts: [Pt] (platinum on charcoal). The solvent is CO (methanol). Reaction conditions: time 30 minute. The product is ClC1=CC=C(C=C1)NC1=NC=C(C(=N1)NC)N (2-(4-chlorophenylamino)-4-methylamino-5-amino-pyrimidine). RXN SMILES: [Cl:1][C:2]1[CH:7]=[CH:6][C:5]([NH:8][C:9]2[N:14]=[C:13]([NH:15][CH3:16])[C:12]([N+:17]([O-])=O)=[CH:11][N:10]=2)=[CH:4][CH:3]=1.CN(C)C=O.[H][H]>CO.[Pt]>[Cl:1][C:2]1[CH:3]=[CH:4][C:5]([NH:8][C:9]2[N:14]=[C:13]([NH:15][CH3:16])[C:12]([NH2:17])=[CH:11][N:10]=2)=[CH:6][CH:7]=1. Procedure details: 3.0 g of 2-(4-chlorophenylamino)-4-methylamino-5-nitro-pyrimidine are hydrogenated in 300 ml of methanol and 150 ml of dimethylformamide in the presence of 1 g of platinum on charcoal (5% platinum) for one hour at a hydrogen pressure of 50 psi. The reaction mixture is filtered and the filtrate is evaporated to dryness in vacuo. The residue is combined with 40 ml water and stirred for 30 minutes. The solid is suction filtered, washed with water and dried.